This data is from the Open Reaction Database (ORD), a public repository of structured organic reaction records. The task is: describe an organic reaction: reactants, conditions, products, and yield The reactants are Cc1ccc(F)nc1, [K+], O=[Mn](=O)(=O)[O-], O. Product: O=C(O)c1ccc(F)nc1. RXN SMILES: [F:7][c:8]1[n:9][cH:10][c:11]([CH3:14])[cH:12][cH:13]1.[K+:6].[Mn:1](=[O:2])([O-:3])(=[O:4])=[O:5].[OH2:15]>>[OH:2][C:14]([c:11]1[cH:10][n:9][c:8]([F:7])[cH:13][cH:12]1)=[O:15]. Reactants: [Br-], COc1ccc(Oc2c(C)cc([N+](=O)[O-])c3c2CCC3)cc1C=O, COc1ccccc1C[P+](c1ccccc1)(c1ccccc1)c1ccccc1. Yields the product COc1ccccc1C=Cc1cc(Oc2c(C)cc([N+](=O)[O-])c3c2CCC3)ccc1OC. As a reaction SMILES: [Br-:25].[CH3:1][O:2][c:3]1[c:4]([CH:5]=[O:6])[cH:7][c:8]([O:11][c:12]2[c:13]3[c:17]([c:18]([N+:22](=[O:23])[O-:24])[cH:19][c:20]2[CH3:21])[CH2:16][CH2:15][CH2:14]3)[cH:9][cH:10]1.[CH3:26][O:27][c:28]1[c:29]([CH2:30][P+:31]([c:32]2[cH:33][cH:34][cH:35][cH:36][cH:37]2)([c:38]2[cH:39][cH:40][cH:41][cH:42][cH:43]2)[c:44]2[cH:45][cH:46][cH:47][cH:48][cH:49]2)[cH:50][cH:51][cH:52][cH:53]1>>[CH3:1][O:2][c:3]1[c:4]([CH:5]=[CH:30][c:29]2[c:28]([O:27][CH3:26])[cH:53][cH:52][cH:51][cH:50]2)[cH:7][c:8]([O:11][c:12]2[c:13]3[c:17]([c:18]([N+:22](=[O:23])[O-:24])[cH:19][c:20]2[CH3:21])[CH2:16][CH2:15][CH2:14]3)[cH:9][cH:10]1. The reactants are CC=1C=CC(=CC1)CN (p-tolylmethanamine), CC1([C@@H]2C(OC([C@H]12)=O)=O)C (cis-6,6-dimethyl-3-oxabicyclo[3.1.0]hexane-2,4-dione), Intermediate I, CC1=CC=C(CNC=2C(=CC=C(C2)OCC2=NC=C(C=C2)C)N)C=C1 (N1-(4-methylbenzyl)-5-((5-methylpyridin-2-yl)methoxy)benzene-1,2-diamine). Product: CC1([C@H]([C@H]1C1=NC2=C(N1CC1=CC=C(C=C1)C)C=C(C=C2)OCC2=NC=C(C=C2)C)C(=O)O)C (racemic cis-2,2-Dimethyl-3-{1-(4-methylbenzyl)-6-[(5-methylpyridin-2-yl)methoxy]-1H-benzimidazol-2-yl}cyclopropanecarboxylic acid). As a reaction SMILES: CC1C=CC(CN)=CC=1.[CH3:10][C:11]1[CH:34]=[CH:33][C:14]([CH2:15][NH:16][C:17]2[C:18]([NH2:32])=[CH:19][CH:20]=[C:21]([O:23][CH2:24][C:25]3[CH:30]=[CH:29][C:28]([CH3:31])=[CH:27][N:26]=3)[CH:22]=2)=[CH:13][CH:12]=1.[CH3:35][C:36]1([CH3:44])[C@@H:41]2[C@H:37]1[C:38](=[O:43])[O:39][C:40]2=O>>[CH3:35][C:36]1([CH3:44])[C@H:41]([C:40]2[N:16]([CH2:15][C:14]3[CH:13]=[CH:12][C:11]([CH3:10])=[CH:34][CH:33]=3)[C:17]3[CH:22]=[C:21]([O:23][CH2:24][C:25]4[CH:30]=[CH:29][C:28]([CH3:31])=[CH:27][N:26]=4)[CH:20]=[CH:19][C:18]=3[N:32]=2)[C@@H:37]1[C:38]([OH:43])=[O:39]. Procedure details: The title compound was prepared using analogous conditions described for Example 1 using p-tolylmethanamine in Step A then for Intermediate I using N1-(4-methylbenzyl)-5-((5-methylpyridin-2-yl)methoxy)benzene-1,2-diamine and cis-6,6-dimethyl-3-oxabicyclo[3.1.0]hexane-2,4-dione followed by the hydrolysis according to Example Example 111. MS (ESI): mass calcd. for C28H29N3O3, 455.22; m/z found, 456.1 [M+H]+. 1H NMR (400 MHz, CDCl3) δ 8.39 (s, 1H), 7.58 (d, J=8.9, 1H), 7.54-7.48 (m, 1H), 7.40 (d, J... Reactants: COC=1C=C(C=C(C1OC)OC)C(C)=O (3',4',5'-Trimethoxyacetophenone), pyrrolidone hydrotribromide. Solvent: O1CCCC1 (tetrahydrofuran). Conditions: temperature 40 celsius, time 1 hour. Yields the product BrCC(=O)C1=CC(=C(C(=C1)OC)OC)OC (2-bromo-3',4',5'-trimethoxyacetophenone). The yield is 59.1%. As a reaction SMILES: [CH3:1][O:2][C:3]1[CH:4]=[C:5]([C:13](=[O:15])[CH3:14])[CH:6]=[C:7]([O:11][CH3:12])[C:8]=1[O:9][CH3:10].C1CNC(=O)C1.[Br:22][Br-]Br>O1CCCC1>[Br:22][CH2:14][C:13]([C:5]1[CH:6]=[C:7]([O:11][CH3:12])[C:8]([O:9][CH3:10])=[C:3]([O:2][CH3:1])[CH:4]=1)=[O:15] |f:1.2|. Procedure details: 3',4',5'-Trimethoxyacetophenone (15.0 g) and pyrrolidone hydrotribromide (35.39 g) were dissolved in tetrahydrofuran (225 ml), followed by stirring at 40° C. for one hour. The reaction solution was cooled to room temperature, precipitated crystals were filtered off, and the filtrate was concentrated under reduced pressure. The residue was purified by silica gel column chromatography, and the obtained crude crystals were washed with hexane (100 ml) to give 2-bromo-3',4',5'-trimethoxyacetophenone ... Starting materials: C1(=CC=CC=C1)C(=NNC=1C=C2C=CC=NC2=CC1)C1=CC=CC=C1 (6-(2-(diphenylmethylene)hydrazinyl)quinoline), C1(CCCC1)C(CC#N)=O (3-cyclopentyl-3-oxopropanenitrile). Yields the product C1(CCCC1)C1=NN(C(=C1)N)C=1C=C2C=CC=NC2=CC1 (3-cyclopentyl-1-(quinolin-6-yl)-1H-pyrazol-5-amine). The yield is 53.3%. RXN SMILES: C1(C(C2C=CC=CC=2)=[N:8][NH:9][C:10]2[CH:11]=[C:12]3[C:17](=[CH:18][CH:19]=2)[N:16]=[CH:15][CH:14]=[CH:13]3)C=CC=CC=1.[CH:26]1([C:31](=O)[CH2:32][C:33]#[N:34])[CH2:30][CH2:29][CH2:28][CH2:27]1>>[CH:26]1([C:31]2[CH:32]=[C:33]([NH2:34])[N:9]([C:10]3[CH:11]=[C:12]4[C:17](=[CH:18][CH:19]=3)[N:16]=[CH:15][CH:14]=[CH:13]4)[N:8]=2)[CH2:30][CH2:29][CH2:28][CH2:27]1. Procedure details: Using a procedure analogous to Example B3, 6-(2-(diphenylmethylene)hydrazinyl)quinoline (5.0 g, 15.5 mmol) and 3-cyclopentyl-3-oxopropanenitrile (3.0 g, 1.1 eq) were combined to yield 3-cyclopentyl-1-(quinolin-6-yl)-1H-pyrazol-5-amine (2.3 g, 53% yield). 1H NMR (300 MHz, DMSO-d6) δ 8.87 (m, 1H), 8.38 (dd, J=1.5, 8.4 Hz, 1H), 8.10 (s, 1H), 8.04-8.02 (m, 2H), 7.55 (dd, J=4.2, 8.1 Hz, 1H), 5.41 (br s, 2H), 5.38 (s, 1H), 2.90 (m, 1H), 1.85-1.96 (m, 2H), 1.53-1.70 (m, 6H); MS (ESI) m/z: 279.3 (M+H+). Reactants: CCOC(C)=O, CC(=O)O, Cl, O=[N+]([O-])c1ccc(OC(F)(F)C(F)F)c(Cl)c1, [Fe], O. The product is Nc1ccc(OC(F)(F)C(F)F)c(Cl)c1. As a reaction SMILES: [CH3:20][CH2:21][O:22][C:23](=[O:24])[CH3:25].[CH3:26][C:27](=[O:28])[OH:29].[Cl:18].[Cl:1][c:2]1[cH:3][c:4]([N+:15]([O-:16])=[O:17])[cH:5][cH:6][c:7]1[O:8][C:9]([CH:10]([F:11])[F:12])([F:13])[F:14].[Fe:30].[OH2:19]>>[Cl:1][c:2]1[cH:3][c:4]([NH2:15])[cH:5][cH:6][c:7]1[O:8][C:9]([CH:10]([F:11])[F:12])([F:13])[F:14]. The reactants are C(\C=C\CCCCCCC)(=O)O ((E)-2-decenoic acid), N1CCC(C(=O)OCC)CC1 (ethyl isonipecotate). Yields the product C(C)OC(=O)C1CCN(CC1)C(\C=C\CCCCCCC)=O (1-((E)-2-Decenoyl)piperidine-4-carboxylic acid ethyl ester). Reaction SMILES: [C:1]([OH:12])(=O)/[CH:2]=[CH:3]/[CH2:4][CH2:5][CH2:6][CH2:7][CH2:8][CH2:9][CH3:10].[NH:13]1[CH2:23][CH2:22][CH:16]([C:17]([O:19][CH2:20][CH3:21])=[O:18])[CH2:15][CH2:14]1>>[CH2:20]([O:19][C:17]([CH:16]1[CH2:22][CH2:23][N:13]([C:1](=[O:12])/[CH:2]=[CH:3]/[CH2:4][CH2:5][CH2:6][CH2:7][CH2:8][CH2:9][CH3:10])[CH2:14][CH2:15]1)=[O:18])[CH3:21]. Reported procedure: The same procedures as in Example 2 were carried out using (E)-2-decenoic acid and ethyl isonipecotate as starting raw materials, to produce an intended compound. Starting materials: O (water), C(C1=CC(=CC=C1)OC)=O (m-anisaldehyde), C(C)(=O)[O-].[Na+] (sodium acetate), BrBr (bromine). Solvent: C(C)(=O)O (acetic acid). Reaction conditions: temperature 45 celsius, time 8 hour. Yields the product BrC1=C(C=O)C=C(C=C1)OC (2-Bromo-5-methoxybenzaldehyde). RXN SMILES: [CH:1](=[O:10])[C:2]1[CH:7]=[CH:6][CH:5]=[C:4]([O:8][CH3:9])[CH:3]=1.C([O-])(=O)C.[Na+].[Br:16]Br.O>C(O)(=O)C>[Br:16][C:7]1[CH:6]=[CH:5][C:4]([O:8][CH3:9])=[CH:3][C:2]=1[CH:1]=[O:10] |f:1.2|. Reported procedure: To a solution of m-anisaldehyde (25.2 g) and anhydrous sodium acetate (37.6 g) in acetic acid (150 ml) is added bromine (30.8 g) and the resulting solution stirred 45° C. overnight, then at room temperature for about 4 hours. The reaction mixture is poured into water (300 ml), stirred for 15 minutes, then filtered and the solid residue dissolved in toluene. The toluene solution is washed with brine, dried over magnesium sulfate, filtered and concentrated in vacuo. The residue is recrystallized f...